This data is from the Open Reaction Database (ORD), a public repository of structured organic reaction records. The task is: describe an organic reaction: reactants, conditions, products, and yield Starting materials: CCOC(=O)COc1ccc(S(=O)(=O)Cl)c2c1CCCC2, CCOC(=O)COc1ccc(S)cc1C. Product: CCOC(=O)COc1ccc(S)c2c1CCCC2. As a reaction SMILES: [CH2:16]([CH3:17])[O:18][C:19]([CH2:20][O:21][c:22]1[cH:23][cH:24][c:25]([S:32]([Cl:33])(=[O:34])=[O:35])[c:26]2[c:31]1[CH2:30][CH2:29][CH2:28][CH2:27]2)=[O:36].[CH2:1]([O:2][C:3](=[O:4])[CH2:5][O:6][c:7]1[cH:8][cH:9][c:10]([SH:11])[cH:12][c:13]1[CH3:14])[CH3:15]>>[CH2:16]([CH3:17])[O:18][C:19]([CH2:20][O:21][c:22]1[cH:23][cH:24][c:25]([SH:32])[c:26]2[c:31]1[CH2:30][CH2:29][CH2:28][CH2:27]2)=[O:36]. The reactants are ethyl ester, N1N=C(N=C1)C(=O)O (1,2,4-triazole-3-carboxylic acid), ethyl ester, S1O[C-]=CC=C1 (thioxamide), C(=O)NN (formylhydrazine). Product: C(=O)NNN=CC(=O)OCC (ethyl (2-formylhydrazino)iminoacetate). Reaction SMILES: [NH:1]1C=N[C:3]([C:6]([OH:8])=[O:7])=[N:2]1.S1[CH:14]=[CH:13]C=[C-]O1.[CH:15]([NH:17]N)=[O:16]>>[CH:15]([NH:17][NH:1][N:2]=[CH:3][C:6]([O:8][CH2:13][CH3:14])=[O:7])=[O:16]. Procedure details: In Latvijas PSR Zinatnu Akad. Vestis, Khim. Ser., (2), 204-208(1965), there is described obtaining 1,2,4-triazole-3-carboxamide starting from acetyl chloride through the six reaction steps described below: ##STR3## In Czechoslovakia Pat. No. 175,118, there is disclosed a process for preparing ethyl ester of 1,2,4-triazole-3-carboxylic acid, in which ethyl ester of thioxamide acid and formylhydrazine are subjected to reaction with each other at 50° to 60° C. to obtain ethyl (2-formylhydrazino)imi... Procedure details: To a solution of 1-[9-chloro-1-(2,4-dichlorophenyl)-1,2,3,4-tetrahydropyrimido[1,2-a]benzimidazol-6-yl]propan-1-ol (150.0 mg, 0.365 mmol) in N,N-dimethylformamide (1.5 mL) was added sodium hydride (23.4 mg, 0.584 mmol) at 0° C. After 30 min, to the mixture was added (2-bromomethoxy)-tert-butyldimethylsilane (0.39 mL, 1.83 mmol). The reaction mixture was stirred at room temperature for 3 hrs. The mixture was quenched with aqueous saturated ammonium chloride and extracted with ethyl acetate (×3). ... As a reaction SMILES: [Cl:1][C:2]1[C:10]2[N:9]=[C:8]3[N:11]([C:15]4[CH:20]=[CH:19][C:18]([Cl:21])=[CH:17][C:16]=4[Cl:22])[CH2:12][CH2:13][CH2:14][N:7]3[C:6]=2[C:5]([CH:23]([OH:26])[CH2:24][CH3:25])=[CH:4][CH:3]=1.[H-].[Na+].[SiH3][O:30][SiH3].[F-].C([N+](CC[CH2:48][CH3:49])(CCCC)CCCC)CCC>CN(C)C=O.O1CCCC1>[Cl:1][C:2]1[C:10]2[N:9]=[C:8]3[N:11]([C:15]4[CH:20]=[CH:19][C:18]([Cl:21])=[CH:17][C:16]=4[Cl:22])[CH2:12][CH2:13][CH2:14][N:7]3[C:6]=2[C:5]([CH:23]([O:26][CH2:49][CH2:48][OH:30])[CH2:24][CH3:25])=[CH:4][CH:3]=1 |f:1.2,4.5|. Conditions: time 30 minute. Run in CN(C=O)C (N,N-dimethylformamide), O1CCCC1 (tetrahydrofuran). The product is ClC1=CC=C(C=2N3C(=NC21)N(CCC3)C3=C(C=C(C=C3)Cl)Cl)C(CC)OCCO (2-{1-[9-Chloro-1-(2,4-dichlorophenyl)-1,2,3,4-tetrahydropyrimido[1,2-a]benzimidazol-6-yl]propoxy}ethanol). Starting materials: ClC1=CC=C(C=2N3C(=NC21)N(CCC3)C3=C(C=C(C=C3)Cl)Cl)C(CC)O (1-[9-chloro-1-(2,4-dichlorophenyl)-1,2,3,4-tetrahydropyrimido[1,2-a]benzimidazol-6-yl]propan-1-ol), [H-].[Na+] (sodium hydride), [SiH3]O[SiH3] (silyl ether), [F-].C(CCC)[N+](CCCC)(CCCC)CCCC (tetrabutylammonium fluoride), (2-bromomethoxy)-tert-butyldimethylsilane, [F-].C(CCC)[N+](CCCC)(CCCC)CCCC (tetrabutylammonium fluoride). The product is NC(=O)CC(CS)C(=O)N1CCCC1C(=O)O. As a reaction SMILES: [NH3:19].[OH2:20].[SH:1][CH2:2][CH:3]([C:4](=[O:5])[N:6]1[CH:7]([C:8](=[O:9])[OH:10])[CH2:11][CH2:12][CH2:13]1)[CH2:14][C:15]([O:17][CH3:16])=[O:18]>>[SH:1][CH2:2][CH:3]([C:4](=[O:5])[N:6]1[CH:7]([C:8](=[O:9])[OH:10])[CH2:11][CH2:12][CH2:13]1)[CH2:14][C:15](=[O:17])[NH2:19]. The reactants are N, O, COC(=O)CC(CS)C(=O)N1CCCC1C(=O)O.